Dataset: the Open Reaction Database (ORD), a public repository of structured organic reaction records. Task: describe an organic reaction: reactants, conditions, products, and yield Starting materials: C(=O)(OCC1=CC=CC=C1)N1[C@H](C(=O)O)CCC1 (Carbobenzyloxy-L-proline), BrC=1C=C(C=NC1)N1C=CCC1 (5-bromo-3-(2-pyrrolin-1-yl)pyridine), C(=O)(OCC1=CC=CC=C1)N1[C@H](C(=O)O)CCC1 (carbobenzyloxy-L-proline), [BH4-].[Na+] (Sodium borohydride). Run in COCCOC (DME), C(Cl)Cl (methylene chloride). Reaction conditions: temperature 0 celsius. The product is BrC=1C=C(C=NC1)C1NCCC1 (5-bromo-3-(2-pyrrolidinyl)pyridine). Yield: 72.2%. As a reaction SMILES: C([N:11]1[CH2:18][CH2:17][CH2:16][C@H:12]1[C:13](O)=O)(OCC1C=CC=CC=1)=O.[BH4-].[Na+].[Br:21][C:22]1[CH:23]=C(N2CCC=C2)[CH:25]=[N:26][CH:27]=1>COCCOC.C(Cl)Cl>[Br:21][C:22]1[CH:23]=[C:13]([CH:12]2[CH2:16][CH2:17][CH2:18][NH:11]2)[CH:25]=[N:26][CH:27]=1 |f:1.2|. Procedure: Carbobenzyloxy-L-proline (37.4 g, 150 mmol) was dissolved in DME (100 mL) and cooled to 0° C. with stirring. Sodium borohydride (1.89 g, 50 mmol) was added in portions (gas evolution) and the resulting mixture was stirred for 2 h at 25° C. affording a colorless solution. The solvents were removed in vacuo and the resuting gum dissolved in methylene chloride (50 mL). To this solution was added a mixture of 5-bromo-3-(2-pyrrolin-1-yl)pyridine (5.63 g, 25 mmol) and carbobenzyloxy-L-proline (6.23 g,... The reactants are [Na] (sodium), CC1=C(C=CC=C1[N+](=O)[O-])CC(=O)N(CCC)CCC (2-methyl-3-nitrophenyl-N,N-di-n-propylacetamide), C(C(=O)OCC)(=O)OCC (diethyl oxalate). Solvent: C(C)O (ethanol). Product: C(CC)N(CCC1=CC=CC(=C1CC(C(=O)OCC)=O)[N+](=O)[O-])CCC (ethyl 6-(2-di-n-propylaminoethyl)-2-nitrophenylpyruvate). Yield: 23.5%. As a reaction SMILES: [Na].[CH3:2][C:3]1[C:8]([N+:9]([O-:11])=[O:10])=[CH:7][CH:6]=[CH:5][C:4]=1[CH2:12][C:13]([N:15]([CH2:19][CH2:20][CH3:21])[CH2:16][CH2:17][CH3:18])=O.[C:22](OCC)(=[O:28])[C:23]([O:25][CH2:26][CH3:27])=[O:24]>C(O)C>[CH2:16]([N:15]([CH2:19][CH2:20][CH3:21])[CH2:13][CH2:12][C:4]1[C:3]([CH2:2][C:22](=[O:28])[C:23]([O:25][CH2:26][CH3:27])=[O:24])=[C:8]([N+:9]([O-:11])=[O:10])[CH:7]=[CH:6][CH:5]=1)[CH2:17][CH3:18] |^1:0|. Procedure: To a solution of 2.38 g (0.103 gram atoms) of sodium metal in 52 cc of absolute ethanol at room temperature was added 18.51 g (0.07 mole) of the nitro compound in one portion, with stirring, followed by 15.42 g (0.103 mole) of diethyl oxalate. The reaction was refluxed under nitrogen for about 20 minutes, cooled, quenched on 700 cc of ice-water and acidified with 3N hydrochloric acid. This aqueous solution was washed with a small volume of ether, basified to pH 8.5 with solid sodium carbonate an... The reactants are C(C)(=O)O (acetic acid), COC(C=C1C(N2C(=NC3=CC=CC=C3C2)S1)=O)=O ((3-oxo-5H-thiazolo[2,3-b]quinazolin-2(3H)-ylidene)acetic acid methyl ester), [BH4-].[Na+] (sodium borohydride), [Te] (tellurium). Solvent: C(C)O (ethanol), C(C)O (ethanol), C(C)O (ethanol). Conditions: temperature -20 celsius, time 5 minute. The product is COC(CC1C(N2C(=NC3=CC=CC=C3C2)S1)=O)=O (2,3-dihydro-3-oxo-5H-thiazolo[2,3-b]quinazoline-2-acetic acid methyl ester). Isolated yield 32.3%. RXN SMILES: [BH4-].[Na+].[Te].C(O)(=O)C.[CH3:8][O:9][C:10](=[O:26])[CH:11]=[C:12]1[S:24][C:15]2=[N:16][C:17]3[C:22]([CH2:23][N:14]2[C:13]1=[O:25])=[CH:21][CH:20]=[CH:19][CH:18]=3>C(O)C>[CH3:8][O:9][C:10](=[O:26])[CH2:11][CH:12]1[S:24][C:15]2=[N:16][C:17]3[C:22]([CH2:23][N:14]2[C:13]1=[O:25])=[CH:21][CH:20]=[CH:19][CH:18]=3 |f:0.1,^3:2|. Procedure details: A suspension of sodium borohydride (3.03 g, 0.08 mol) and 4.38 g (0.034 mol) tellurium powder in 135 ml anhydrous ethanol was heated under nitrogen atmosphere for 15 min. After cooling to -20° C., 8.08 ml glacial acetic acid in 33.65 ml anhydrous ethanol was added dropwise, and the mixture was stirred at that temperature for 5 min, followed by the addition of 3.50 g (0.013 mol) of (3-oxo-5H-thiazolo[2,3-b]quinazolin-2(3H)-ylidene)acetic acid methyl ester in 13.5 ml anhydrous ethanol. The reactio... Reactants: C(C(C)C)C1=CC=C(S1)C1C(=O)OC(C1)=O ((5-isobutyl-2-thienyl)succinic anhydride), [Cl-].[Al+3].[Cl-].[Cl-] (aluminum chloride), ice hydrochloric acid, 40C. Run in [N+](=O)([O-])C1=CC=CC=C1 (nitrobenzene), [N+](=O)([O-])C1=CC=CC=C1 (nitrobenzene). The product is C(C(C)C)C1=CC2=C(S1)C(CC2=O)C(=O)O (2-isobutyl-4-oxo-5,6-dihydro-4H-cyclopenta[b]thiophene-6-carboxylic acid). Yield: 43.9%. As a reaction SMILES: [CH2:1]([C:5]1[S:9][C:8]([CH:10]2[CH2:15][C:14](=[O:16])[O:13][C:11]2=[O:12])=[CH:7][CH:6]=1)[CH:2]([CH3:4])[CH3:3].[Cl-].[Al+3].[Cl-].[Cl-]>[N+](C1C=CC=CC=1)([O-])=O>[CH2:1]([C:5]1[S:9][C:8]2[CH:10]([C:11]([OH:13])=[O:12])[CH2:15][C:14](=[O:16])[C:7]=2[CH:6]=1)[CH:2]([CH3:4])[CH3:3] |f:1.2.3.4|. Reported procedure: A solution of 5.2 g (0.022 mole) of (5-isobutyl-2-thienyl)succinic anhydride in 20 cc of nitrobenzene was added drop by drop to a solution of 8 g (0.06 mole) of aluminum chloride in 40 cc of nitrobenzene. The mixture was brought to 40C for 1 hour. After cooling to ambient temperature, the reaction mixture was poured into an ice-hydrochloric acid mixture, then extracted with methylene chloride. The organic solution was extracted with an aqueous sodium carbonate solution. The aqueous phase was aci... The reactants are C1(=CC=CC=C1)C1C(CN=C(O1)C1=CC=C(C=C1)OC(F)(F)F)O ((5RS, 6RS)-6-phenyl-2-[4-(trifluoromethoxy)phenyl]-5,6-dihydro-4H-1,3-oxazin-5-ol), C1(=CC=CC=C1)N=C=O (phenyl isocyanate). The solvent is ClCCCl (1,2-dichloroethane). Reaction conditions: temperature 60 celsius. The product is C1(=CC=CC=C1)C1C(CN=C(O1)C1=CC=C(C=C1)OC(F)(F)F)OC(NC1=CC=CC=C1)=O ((5RS, 6SR)-6-Phenyl-5-phenylcarbamoyloxy-2-[4-(trifluoromethoxy)phenyl]-5,6-dihydro-4H-1,3-oxazine). Yield: 13.5%. As a reaction SMILES: [C:1]1([CH:7]2[O:12][C:11]([C:13]3[CH:18]=[CH:17][C:16]([O:19][C:20]([F:23])([F:22])[F:21])=[CH:15][CH:14]=3)=[N:10][CH2:9][CH:8]2[OH:24])[CH:6]=[CH:5][CH:4]=[CH:3][CH:2]=1.[C:25]1([N:31]=[C:32]=[O:33])[CH:30]=[CH:29][CH:28]=[CH:27][CH:26]=1>ClCCCl>[C:1]1([CH:7]2[O:12][C:11]([C:13]3[CH:14]=[CH:15][C:16]([O:19][C:20]([F:23])([F:21])[F:22])=[CH:17][CH:18]=3)=[N:10][CH2:9][CH:8]2[O:24][C:32](=[O:33])[NH:31][C:25]2[CH:30]=[CH:29][CH:28]=[CH:27][CH:26]=2)[CH:2]=[CH:3][CH:4]=[CH:5][CH:6]=1. Procedure: A mixture of (5RS, 6RS)-6-phenyl-2-[4-(trifluoromethoxy)phenyl]-5,6-dihydro-4H-1,3-oxazin-5-ol (6 g) and phenyl isocyanate (2.4 g) in 1,2-dichloroethane (100 cc) is heated to a temperature in the region of 60° C. for 5 hours. After being cooled, the reaction mixture is concentrated to dryness under reduced pressure (2.7 kPa) and the residue obtained is purified by chromatography on silica (0.063-0.2 mm; 200 g) contained in a column 3.5 cm in diameter, eluting in 20-cc fractions with an ethyl ace... Starting materials: S1C=CC2=C1C1=C(OCC2)C=CC=C1 (4,5-dihydrobenzo[b]thieno[2,3-d]oxepine), C(C)(=O)O (acetic acid), BrN1C(CCC1=O)=O (N-bromosuccinimide). Run in ClCCl (dichloromethane). Conditions: time 18 hour. Yields the product BrC1=CC2=C(C3=C(OCC2)C=CC=C3)S1 (2-bromo-4,5-dihydrobenzo[b]thieno[2,3-d]oxepine). Reaction SMILES: [S:1]1[C:5]2[C:6]3[CH:14]=[CH:13][CH:12]=[CH:11][C:7]=3[O:8][CH2:9][CH2:10][C:4]=2[CH:3]=[CH:2]1.C(O)(=O)C.[Br:19]N1C(=O)CCC1=O>ClCCl>[Br:19][C:2]1[S:1][C:5]2[C:6]3[CH:14]=[CH:13][CH:12]=[CH:11][C:7]=3[O:8][CH2:9][CH2:10][C:4]=2[CH:3]=1. Procedure: To a stirred solution of 4,5-dihydrobenzo[b]thieno[2,3-d]oxepine (440 mg, 2.2 mmol) and acetic acid (10 ml) in dichloromethane (10 ml) at 0° C., was added N-bromosuccinimide in portions. Reaction mixture was stirred for 18 hours, allowing solution to raise to room temperature before being concentrated in-vacuo. Residue was dissolved in ethyl acetate and sat. sodium carbonate solution. Organic phase was washed with water and brine, dried (Na2SO4) and concentrated in-vacuo to give 2-bromo-4,5-dihy... Reactants: C=CCC(C)C, Nc1ccccc1, [Na+], [OH-]. Yields the product CC(C)CC(C)c1ccccc1N. Reaction SMILES: [CH3:8][CH:9]([CH2:10][CH:11]=[CH2:12])[CH3:13].[NH2:1][c:2]1[cH:3][cH:4][cH:5][cH:6][cH:7]1.[Na+:15].[OH-:14]>>[NH2:1][c:2]1[c:3]([CH:11]([CH2:10][CH:9]([CH3:8])[CH3:13])[CH3:12])[cH:4][cH:5][cH:6][cH:7]1.